Dataset: the Open Reaction Database (ORD), a public repository of structured organic reaction records. Task: describe an organic reaction: reactants, conditions, products, and yield The reactants are CC(=O)OCC(=O)Cl, ClCCl, CCNc1cccc(N)c1C#N, O, c1ccncc1. Product: CCNc1cccc(NC(=O)COC(C)=O)c1C#N. Reaction SMILES: [C:19]([CH3:20])(=[O:21])[O:22][CH2:23][C:24](=[O:25])[Cl:26].[CH2:28]([Cl:29])[Cl:30].[NH2:1][c:2]1[c:3]([C:4]#[N:5])[c:6]([NH:10][CH2:11][CH3:12])[cH:7][cH:8][cH:9]1.[OH2:27].[cH:13]1[cH:14][cH:15][n:16][cH:17][cH:18]1>>[NH:1]([c:2]1[c:3]([C:4]#[N:5])[c:6]([NH:10][CH2:11][CH3:12])[cH:7][cH:8][cH:9]1)[C:24]([CH2:23][O:22][C:19]([CH3:20])=[O:21])=[O:25]. Starting materials: COC(=O)c1cc(Nc2cc(C)[nH]n2)nc(N2CCCC2c2cc(-c3ccccn3)no2)n1, CN, CO. Product: CNC(=O)c1cc(Nc2cc(C)[nH]n2)nc(N2CCCC2c2cc(-c3ccccn3)no2)n1. RXN SMILES: [CH3:1][O:2][C:3](=[O:4])[c:5]1[cH:6][c:7]([NH:27][c:28]2[n:29][nH:30][c:31]([CH3:33])[cH:32]2)[n:8][c:9]([N:11]2[CH:12]([c:16]3[cH:17][c:18](-[c:21]4[n:22][cH:23][cH:24][cH:25][cH:26]4)[n:19][o:20]3)[CH2:13][CH2:14][CH2:15]2)[n:10]1.[CH3:34][NH2:35].[CH3:36][OH:37]>>[O:2]=[C:3]([c:5]1[cH:6][c:7]([NH:27][c:28]2[n:29][nH:30][c:31]([CH3:33])[cH:32]2)[n:8][c:9]([N:11]2[CH:12]([c:16]3[cH:17][c:18](-[c:21]4[n:22][cH:23][cH:24][cH:25][cH:26]4)[n:19][o:20]3)[CH2:13][CH2:14][CH2:15]2)[n:10]1)[NH:35][CH3:34].